Dataset: the Open Reaction Database (ORD), a public repository of structured organic reaction records. Task: describe an organic reaction: reactants, conditions, products, and yield Starting materials: BrC=1N=C(N(C1C=O)CC1=C(C=C(C=C1)OCCCCC)Cl)C (4-Bromo-1-(2-chloro-4-(1-pentyloxy)benzyl)-2-methyl-1H-imidazole-5-carbaldehyde), C(C)(=O)[O-].[K+] (potassium acetate). The reagents and catalysts are [C].[Pd] (palladium carbon). Run in CO (methanol), O1CCOCC1 (1,4-dioxane). Reaction conditions: time 3 hour. Product: ClC1=C(CN2C(=NC=C2C=O)C)C=CC(=C1)OCCCCC (1-(2-chloro-4-(1-pentyloxy)benzyl)-2-methyl-1H-imidazole-5-carbaldehyde). Isolated yield 96.6%. RXN SMILES: Br[C:2]1[N:3]=[C:4]([CH3:23])[N:5]([CH2:9][C:10]2[CH:15]=[CH:14][C:13]([O:16][CH2:17][CH2:18][CH2:19][CH2:20][CH3:21])=[CH:12][C:11]=2[Cl:22])[C:6]=1[CH:7]=[O:8].C([O-])(=O)C.[K+]>CO.O1CCOCC1.[C].[Pd]>[Cl:22][C:11]1[CH:12]=[C:13]([O:16][CH2:17][CH2:18][CH2:19][CH2:20][CH3:21])[CH:14]=[CH:15][C:10]=1[CH2:9][N:5]1[C:6]([CH:7]=[O:8])=[CH:2][N:3]=[C:4]1[CH3:23] |f:1.2,5.6|. Procedure: 4-Bromo-1-(2-chloro-4-(1-pentyloxy)benzyl)-2-methyl-1H-imidazole-5-carbaldehyde (4.00 g) was dissolved in a mixed solvent of methanol (20 ml) and 1,4-dioxane (20 ml), and palladium carbon (400 mg) and potassium acetate (1.08 g) were added. The reaction mixture was stirred under a hydrogen atmosphere for 3 hr. The reaction mixture was filtered through celite and the filtrate was concentrated under reduced pressure. Water was added to the residue and extracted with ethyl acetate. The organic layer... RXN SMILES: [CH3:1][C:2]([CH3:4])=O.[NH2:5][C:6]1[C:15]2[N:16]=[C:17]([CH2:28][O:29][NH2:30])[N:18]([CH2:19][CH2:20][CH2:21][NH:22][C:23](=[O:27])[CH:24]([CH3:26])[CH3:25])[C:14]=2[C:13]2[N:12]=[CH:11][CH:10]=[CH:9][C:8]=2[N:7]=1>CO>[NH2:5][C:6]1[C:15]2[N:16]=[C:17]([CH2:28][O:29][N:30]=[C:2]([CH3:4])[CH3:1])[N:18]([CH2:19][CH2:20][CH2:21][NH:22][C:23](=[O:27])[CH:24]([CH3:26])[CH3:25])[C:14]=2[C:13]2[N:12]=[CH:11][CH:10]=[CH:9][C:8]=2[N:7]=1. Solvent: CO (methanol). Procedure details: Acetone (1 mL) was added to a solution of the N-(3-{4-amino-2-[(aminooxy)methyl]-1H-imidazo[4,5-c][1,5]naphthyridin-1-yl}propyl)-2-methylpropanamide from Part I in methanol (10 mL). The reaction mixture was allowed to stir overnight at room temperature. The volatiles were removed under reduced pressure and the residue was purified by chromatography on a HORIZON HPFC system (silica gel, 0-25% CMA in chloroform) to afford 0.495 g of N-{3-[4-amino-2-({[(1-methylethylidene)amino]oxy}methyl)-1H-imida... Reactants: CC(=O)C (Acetone), NC1=NC=2C=CC=NC2C2=C1N=C(N2CCCNC(C(C)C)=O)CON (N-(3-{4-amino-2-[(aminooxy)methyl]-1H-imidazo[4,5-c][1,5]naphthyridin-1-yl}propyl)-2-methylpropanamide). Reaction conditions: time 8 hour. The product is NC1=NC=2C=CC=NC2C2=C1N=C(N2CCCNC(C(C)C)=O)CON=C(C)C (N-{3-[4-amino-2-({[(1-methylethylidene)amino]oxy}methyl)-1H-imidazo[4,5-c][1,5]naphthyridin-1-yl]propyl}-2-methylpropanamide).